From a dataset of the Open Reaction Database (ORD), a public repository of structured organic reaction records. describe an organic reaction: reactants, conditions, products, and yield Starting materials: [BH4-], CCC(C=O)=CCc1c(CC)c(C)c2c(c1OCC[Si](C)(C)C)C(=O)OC2, C1CCOC1, CO, CO, [Li+], O. Yields the product CCC(=CCc1c(CC)c(C)c2c(c1OCC[Si](C)(C)C)C(=O)OC2)CO. Reaction SMILES: [BH4-:28].[CH2:1]([CH3:2])[C:3]([CH:4]=[O:5])=[CH:6][CH2:7][c:8]1[c:9]([O:21][CH2:22][CH2:23][Si:24]([CH3:25])([CH3:26])[CH3:27])[c:10]2[c:14]([c:15]([CH3:19])[c:16]1[CH2:17][CH3:18])[CH2:13][O:12][C:11]2=[O:20].[CH2:35]1[O:36][CH2:37][CH2:38][CH2:39]1.[CH3:30][OH:31].[CH3:32][OH:33].[Li+:29].[OH2:34]>>[CH2:1]([CH3:2])[C:3]([CH2:4][OH:5])=[CH:6][CH2:7][c:8]1[c:9]([O:21][CH2:22][CH2:23][Si:24]([CH3:25])([CH3:26])[CH3:27])[c:10]2[c:14]([c:15]([CH3:19])[c:16]1[CH2:17][CH3:18])[CH2:13][O:12][C:11]2=[O:20]. The reactants are Cl, [Na+], C1CCOC1, [OH-], O, CCOC(=O)c1nccn1CCCc1ccc(OCc2coc(C=Cc3ccccc3)n2)cc1. The product is O=C(O)c1nccn1CCCc1ccc(OCc2coc(C=Cc3ccccc3)n2)cc1. As a reaction SMILES: [ClH:42].[Na+:36].[O:37]1[CH2:38][CH2:39][CH2:40][CH2:41]1.[OH-:35].[OH2:43].[c:1]1([CH:7]=[CH:8][c:9]2[o:10][cH:11][c:12]([CH2:14][O:15][c:16]3[cH:17][cH:18][c:19]([CH2:22][CH2:23][CH2:24][n:25]4[c:26]([C:30](=[O:31])[O:32][CH2:33][CH3:34])[n:27][cH:28][cH:29]4)[cH:20][cH:21]3)[n:13]2)[cH:2][cH:3][cH:4][cH:5][cH:6]1>>[c:1]1([CH:7]=[CH:8][c:9]2[o:10][cH:11][c:12]([CH2:14][O:15][c:16]3[cH:17][cH:18][c:19]([CH2:22][CH2:23][CH2:24][n:25]4[c:26]([C:30](=[O:31])[OH:32])[n:27][cH:28][cH:29]4)[cH:20][cH:21]3)[n:13]2)[cH:2][cH:3][cH:4][cH:5][cH:6]1. As a reaction SMILES: [Br:1][CH2:2][CH2:3][CH2:4][CH2:5][CH2:6][CH2:7][CH2:8][CH2:9][C:10](=[O:11])[OH:12].[Cl:17][CH2:18][Cl:19].[N-:14]=[N+:15]=[N-:16].[Na+:13]>>[CH2:2]([CH2:3][CH2:4][CH2:5][CH2:6][CH2:7][CH2:8][CH2:9][C:10](=[O:11])[OH:12])[N:14]=[N+:15]=[N-:16]. The product is [N-]=[N+]=NCCCCCCCCC(=O)O. Reactants: O=C(O)CCCCCCCCBr, ClCCl, [N-]=[N+]=[N-], [Na+]. Starting materials: COC=1C=C(CN2C(CCCC2)C(=O)OCC)C=CC1 (ethyl 1-(3-methoxybenzyl)-2-piperidinecarboxylate), Cl (hydrochloric acid). Run in [OH-].[Na+] (NaOH), C(C)O (ethanol). The product is COC=1C=C(CN2C(CCCC2)C(=O)O)C=CC1 (1-(3-methoxybenzyl)-2-piperidinecarboxylic acid). Yield: 97.9%. RXN SMILES: [CH3:1][O:2][C:3]1[CH:4]=[C:5]([CH:18]=[CH:19][CH:20]=1)[CH2:6][N:7]1[CH2:12][CH2:11][CH2:10][CH2:9][CH:8]1[C:13]([O:15]CC)=[O:14].Cl>[OH-].[Na+].C(O)C>[CH3:1][O:2][C:3]1[CH:4]=[C:5]([CH:18]=[CH:19][CH:20]=1)[CH2:6][N:7]1[CH2:12][CH2:11][CH2:10][CH2:9][CH:8]1[C:13]([OH:15])=[O:14] |f:2.3|. Procedure details: A solution of ethyl 1-(3-methoxybenzyl)-2-piperidinecarboxylate (3.0 g) and iN NaOH (21.6 ml) in ethanol (31.6 ml) was stirred at 70° C. overnight. The reaction mixture was cooled to room temperature, acidified with 1N hydrochloric acid, and evaporated in vacuo. The residue was extracted with methylene chloride and the extract was evaporated in vacuo to afford 1-(3-methoxybenzyl)-2-piperidinecarboxylic acid (2.64 g) as an amorphous powder.